Dataset: the Open Reaction Database (ORD), a public repository of structured organic reaction records. Task: describe an organic reaction: reactants, conditions, products, and yield Reactants: BrB(Br)Br, ClCCl, COc1cc(-c2cccc([N+](=O)[O-])c2)ccc1N. Product: Nc1ccc(-c2cccc([N+](=O)[O-])c2)cc1O. Reaction SMILES: [B:19]([Br:20])([Br:21])[Br:22].[Cl:23][CH2:24][Cl:25].[NH2:1][c:2]1[c:3]([O:17][CH3:18])[cH:4][c:5](-[c:8]2[cH:9][c:10]([N+:14](=[O:15])[O-:16])[cH:11][cH:12][cH:13]2)[cH:6][cH:7]1>>[NH2:1][c:2]1[c:3]([OH:17])[cH:4][c:5](-[c:8]2[cH:9][c:10]([N+:14](=[O:15])[O-:16])[cH:11][cH:12][cH:13]2)[cH:6][cH:7]1. Starting materials: C1CCOC1, CC1C(=O)OCC1NC(=O)OCc1ccccc1, C[Al](C)C, Cc1cc(N)ccc1N1CCOCC1=O. The product is Cc1cc(NC(=O)C(C)C(CO)NC(=O)OCc2ccccc2)ccc1N1CCOCC1=O. As a reaction SMILES: [CH2:38]1[O:39][CH2:40][CH2:41][CH2:42]1.[CH3:16][CH:17]1[CH:18]([NH:23][C:24]([O:25][CH2:26][c:27]2[cH:28][cH:29][cH:30][cH:31][cH:32]2)=[O:33])[CH2:19][O:20][C:21]1=[O:22].[CH3:34][Al:35]([CH3:36])[CH3:37].[NH2:1][c:2]1[cH:3][c:4]([CH3:15])[c:5]([N:8]2[C:9](=[O:14])[CH2:10][O:11][CH2:12][CH2:13]2)[cH:6][cH:7]1>>[NH:1]([c:2]1[cH:3][c:4]([CH3:15])[c:5]([N:8]2[C:9](=[O:14])[CH2:10][O:11][CH2:12][CH2:13]2)[cH:6][cH:7]1)[C:21]([CH:17]([CH3:16])[CH:18]([CH2:19][OH:20])[NH:23][C:24]([O:25][CH2:26][c:27]1[cH:28][cH:29][cH:30][cH:31][cH:32]1)=[O:33])=[O:22]. Starting materials: CC(C)C[Al+]CC(C)C, Cc1ccccc1, [H-], C1CCOC1, O, N#CC1(c2ccccc2)CC1COCc1ccccc1. The product is O=CC1(c2ccccc2)CC1COCc1ccccc1. As a reaction SMILES: [CH2:29]([Al+:30][CH2:31][CH:32]([CH3:33])[CH3:34])[CH:35]([CH3:36])[CH3:37].[CH3:1][c:2]1[cH:3][cH:4][cH:5][cH:6][cH:7]1.[H-:28].[O:39]1[CH2:40][CH2:41][CH2:42][CH2:43]1.[OH2:38].[c:8]1([C:14]2([C:26]#[N:27])[CH:15]([CH2:17][O:18][CH2:19][c:20]3[cH:21][cH:22][cH:23][cH:24][cH:25]3)[CH2:16]2)[cH:9][cH:10][cH:11][cH:12][cH:13]1>>[c:8]1([C:14]2([CH:26]=[O:38])[CH:15]([CH2:17][O:18][CH2:19][c:20]3[cH:21][cH:22][cH:23][cH:24][cH:25]3)[CH2:16]2)[cH:9][cH:10][cH:11][cH:12][cH:13]1.